From a dataset of the Open Reaction Database (ORD), a public repository of structured organic reaction records. describe an organic reaction: reactants, conditions, products, and yield The reactants are O.[OH-].[Li+] (lithium hydroxide hydrate), COC1=CC=C(C=C1)S(=O)(=O)N([C@@H](C(=O)OC)CC=1N=NN(N1)C)CC1=CC=CC=C1 (Methyl 2(R)-[[4-methoxybenzenesulfonyl](benzyl)amino]-2-[(2-methyl-5-tetrazolyl)methyl]acetate), Cl (hydrochloric acid). The solvent is O (water), O1CCCC1 (tetrahydrofuran). Conditions: time 2 hour. Product: COC1=CC=C(C=C1)S(=O)(=O)N([C@@H](C(=O)O)CC=1N=NN(N1)C)CC1=CC=CC=C1 (2(R)-[[4-methoxybenzenesulfonyl](benzyl)amino]-2-[(2-methyl-5-tetrazolyl)methyl]acetic acid). Yield: 98.0%. RXN SMILES: [CH3:1][O:2][C:3]1[CH:8]=[CH:7][C:6]([S:9]([N:12]([CH2:25][C:26]2[CH:31]=[CH:30][CH:29]=[CH:28][CH:27]=2)[C@H:13]([CH2:18][C:19]2[N:20]=[N:21][N:22]([CH3:24])[N:23]=2)[C:14]([O:16]C)=[O:15])(=[O:11])=[O:10])=[CH:5][CH:4]=1.O.[OH-].[Li+].Cl>O1CCCC1.O>[CH3:1][O:2][C:3]1[CH:4]=[CH:5][C:6]([S:9]([N:12]([CH2:25][C:26]2[CH:27]=[CH:28][CH:29]=[CH:30][CH:31]=2)[C@H:13]([CH2:18][C:19]2[N:20]=[N:21][N:22]([CH3:24])[N:23]=2)[C:14]([OH:16])=[O:15])(=[O:10])=[O:11])=[CH:7][CH:8]=1 |f:1.2.3|. Reported procedure: Methyl 2(R)-[[4-methoxybenzenesulfonyl](benzyl)amino]-2-[(2-methyl-5-tetrazolyl)methyl]acetate (1.0 g, 2.27 mmol) is dissolved in tetrahydrofuran (11.3 mL) and water (11.3 mL). To this solution is added lithium hydroxide hydrate (0.095 g, 2.27 mmol), and the reaction is stirred at room temperature for 2 hours. The reaction is then acidified to pH=~3 using 1N hydrochloric acid, and extracted well with ethyl acetate. The combined organic extracts are washed with brine, dried (Na2SO4), and the solv... The reactants are S(=O)(C1=CC(=CC=C1)N)(=O)O (m-sulphanilic acid), FC1=C(C(=NN=N1)F)F (trifluorotriazine), C([O-])([O-])=O.[Na+].[Na+] (sodium carbonate), C([O-])([O-])=O.[Na+].[Na+] (sodium carbonate), ice, NC1=C(C2=CC(=CC(=C2C=C1)O)S(=O)(=O)O)S(=O)(=O)O (2-amino-5-hydroxy-naphthalene-1,7-disulphonic acid). Solvent: O (water). Reaction conditions: time 5 minute. The product is diazo, NC1=C(C=C(C=C1)OC)S(=O)(=O)O (1-amino-4-methoxy-benzene-2-sulphonic acid). Reaction SMILES: [NH2:1][C:2]1[CH:11]=[CH:10][C:9]2[C:4](=CC(S(O)(=O)=O)=CC=2O)[C:3]=1[S:17]([OH:20])(=[O:19])=[O:18].FC1N=NN=C(F)C=1F.[C:30](=[O:33])([O-])[O-].[Na+].[Na+].S(O)(=O)(C1C=CC=C(N)C=1)=O>O>[NH2:1][C:2]1[CH:11]=[CH:10][C:9]([O:33][CH3:30])=[CH:4][C:3]=1[S:17]([OH:20])(=[O:18])=[O:19] |f:2.3.4|. Procedure: 31.9 g of 2-amino-5-hydroxy-naphthalene-1,7-disulphonic acid are dissolved in 400 ml of water to give a neutral solution. 300 g of ice are then added, and 8.8 ml of trifluorotriazine are allowed to run in, a pH of 4.0-4.5 being maintained with 15% strength sodium carbonate solution. The mixture is subsequently stirred for 5 minutes, a neutral solution of 17.3 g of m-sulphanilic acid is then added, and a pH of 5.0-5.5 is maintained with 15% strength sodium carbonate solution. During the acylation... The reactants are alcohol, ON1C(C=2C(C1=O)=CC=CC2)=O (N-hydroxyphthalimide), C(C1=CC=CC=C1)O (benzyl alcohol), II, C(C1=CC=CC=C1)(C1=CC=CC=C1)O (benzhydrol). The product is ketone, C(C)(=O)C1=CC=CC=C1 (acetophenone), C(C1=CC=CC=C1)(=O)C1=CC=CC=C1 (benzophenone). As a reaction SMILES: C(O)C1C=CC=CC=1.[CH:9]([OH:22])([C:16]1[CH:21]=[CH:20][CH:19]=[CH:18][CH:17]=1)[C:10]1[CH:15]=[CH:14][CH:13]=[CH:12][CH:11]=1.ON1C(=O)C2=CC=CC=C2C1=O>>[C:9]([C:10]1[CH:15]=[CH:14][CH:13]=[CH:12][CH:11]=1)(=[O:22])[CH3:16].[C:9]([C:16]1[CH:21]=[CH:20][CH:19]=[CH:18][CH:17]=1)(=[O:22])[C:10]1[CH:15]=[CH:14][CH:13]=[CH:12][CH:11]=1. Reported procedure: In page 762 of the "Lecture Draft II" (1994) of 67th Spring Annual Meeting of Chemical Society of Japan, it is reported that oxidation of an alcohol such as benzyl alcohol or benzhydrol with air using vanadomolybdophosphoriate and N-hydroxyphthalimide provides a ketone such as acetophenone or benzophenone in a high yield, and that oxidation of tetralin, isochroman or adamantane with oxygen using N-hydroxyphthalimide gives a corresponding monoalcohol or monoketone.